Task: describe an organic reaction: reactants, conditions, products, and yield. Dataset: the Open Reaction Database (ORD), a public repository of structured organic reaction records Starting materials: Cl (hydrochloric acid), ice water, C1(=CC=CC=C1)P(C1=CC=CC=C1)(C1=CC=CC=C1)=CC(=O)C=NN (triphenylphosphoranylidene-hydrazono-acetone), N(=O)[O-].[Na+] (sodium nitrite), O1CCCC1 (tetrahydrofuran). The solvent is O (water). Yields the product O.C1(CCCCC1)CC(=O)C=O (cyclohexylmethyl-glyoxal hydrate). Reaction SMILES: Cl.C1(P(=CC(C=NN)=[O:23])([C:15]2[CH:20]=[CH:19][CH:18]=[CH:17][CH:16]=2)C2C=CC=CC=2)C=CC=CC=1.N([O-])=[O:28].[Na+].[O:31]1C[CH2:34][CH2:33][CH2:32]1>O>[OH2:23].[CH:15]1([CH2:34][C:33]([CH:32]=[O:31])=[O:28])[CH2:16][CH2:17][CH2:18][CH2:19][CH2:20]1 |f:2.3,6.7|. Reported procedure: 77 ml of 2N hydrochloric acid are added slowly, with stirring and cooling to 10°-13° (ice-water bath), to a mixture of 15 g of 1-cyclohexyl-3-(triphenylphosphoranylidene-hydrazono-acetone and 7.37 g of sodium nitrite in 120 ml of tetrahydrofuran and 42 ml of water. After another 30 minutes at room temperature the organic solution is separated and the aqueous phase is extracted with methylene chloride. The combined organic solutions are dried over sodium sulphate and evaporated under reduced pres... The reactants are C(C)(C)(C)OC(=O)N1CCC(CC1)N1C(CC(C1)S(=O)(=O)C1=C(C=CC=C1)C(F)(F)F)C(=O)OCC (4-[2-ethoxycarbonyl-4-(2-trifluoromethyl-benzenesulfonyl)-pyrrolidin-1-yl]-piperidine-1-carboxylic acid tert-butyl ester), [OH-].[Li+] (lithium hydroxide). Product: C(C)(C)(C)OC(=O)N1CCC(CC1)N1C(CC(C1)S(=O)(=O)C1=C(C=CC=C1)C(F)(F)F)C(=O)O (4-[2-Carboxy-4-(2-trifluoromethyl-benzenesulfonyl)-pyrrolidin-1-yl]-piperidine-1-carboxylic acid tert-butyl ester). Reaction SMILES: [C:1]([O:5][C:6]([N:8]1[CH2:13][CH2:12][CH:11]([N:14]2[CH2:18][CH:17]([S:19]([C:22]3[CH:27]=[CH:26][CH:25]=[CH:24][C:23]=3[C:28]([F:31])([F:30])[F:29])(=[O:21])=[O:20])[CH2:16][CH:15]2[C:32]([O:34]CC)=[O:33])[CH2:10][CH2:9]1)=[O:7])([CH3:4])([CH3:3])[CH3:2].[OH-].[Li+]>>[C:1]([O:5][C:6]([N:8]1[CH2:9][CH2:10][CH:11]([N:14]2[CH2:18][CH:17]([S:19]([C:22]3[CH:27]=[CH:26][CH:25]=[CH:24][C:23]=3[C:28]([F:29])([F:30])[F:31])(=[O:21])=[O:20])[CH2:16][CH:15]2[C:32]([OH:34])=[O:33])[CH2:12][CH2:13]1)=[O:7])([CH3:4])([CH3:2])[CH3:3] |f:1.2|. Reported procedure: In analogy to the procedure described in example 253e, 4-[2-ethoxycarbonyl-4-(2-trifluoromethyl-benzenesulfonyl)-pyrrolidin-1-yl]-piperidine-1-carboxylic acid tert-butyl ester was saponified in the presence of lithium hydroxide to give the title compound as off-white solid which was used in the next step without further purification. MS (ESI): m/z=507.3 [M+H]+. The reactants are [Li+].[OH-] (LiOH), C(C)OC(=O)C=1C=2C=CN(C2C=CC1)C=1C=NC=C(C1)[C@H]1N(CCC1)C([C@H](C(C)C)NC([C@H](C)N(C)C(=O)OC(C)(C)C)=O)=O (1-[5-((S)-1-{(S)-2-[(S)-2-(tert-butoxycarbonyl-methyl-amino)-propionylamino]-3-methyl-butyryl}-pyrrolidin-2-yl)-pyridin-3-yl]-1H-indole-4-carboxylic acid ethyl ester), [Li+].[OH-] (LiOH). Solvent: C1CCOC1 (THF), CO (MeOH), O (water). Conditions: time 5 hour. Product: C(C)(C)(C)OC(=O)N([C@H](C(=O)N[C@H](C(=O)N1[C@@H](CCC1)C=1C=C(C=NC1)N1C=CC=2C(=CC=CC12)C(=O)O)C(C)C)C)C (1-[5-((S)-1-{(S)-2-[(S)-2-(tert-Butoxycarbonyl-methyl-amino)-propionylamino]-3-methyl-butyryl}-pyrrolidin-2-yl)-pyridin-3-yl]-1H-indole-4-carboxylic acid). Isolated yield 89.0%. RXN SMILES: C([O:3][C:4]([C:6]1[C:7]2[CH:8]=[CH:9][N:10]([C:15]3[CH:16]=[N:17][CH:18]=[C:19]([C@@H:21]4[CH2:25][CH2:24][CH2:23][N:22]4[C:26](=[O:45])[C@@H:27]([NH:31][C:32](=[O:44])[C@@H:33]([N:35]([C:37]([O:39][C:40]([CH3:43])([CH3:42])[CH3:41])=[O:38])[CH3:36])[CH3:34])[CH:28]([CH3:30])[CH3:29])[CH:20]=3)[C:11]=2[CH:12]=[CH:13][CH:14]=1)=[O:5])C.[Li+].[OH-]>C1COCC1.CO.O>[C:40]([O:39][C:37]([N:35]([CH3:36])[C@@H:33]([CH3:34])[C:32]([NH:31][C@@H:27]([CH:28]([CH3:29])[CH3:30])[C:26]([N:22]1[CH2:23][CH2:24][CH2:25][C@H:21]1[C:19]1[CH:20]=[C:15]([N:10]2[C:11]3[CH:12]=[CH:13][CH:14]=[C:6]([C:4]([OH:5])=[O:3])[C:7]=3[CH:8]=[CH:9]2)[CH:16]=[N:17][CH:18]=1)=[O:45])=[O:44])=[O:38])([CH3:43])([CH3:42])[CH3:41] |f:1.2|. Procedure details: To a solution of 1-[5-((S)-1-{(S)-2-[(S)-2-(tert-butoxycarbonyl-methyl-amino)-propionylamino]-3-methyl-butyryl}-pyrrolidin-2-yl)-pyridin-3-yl]-1H-indole-4-carboxylic acid ethyl ester (I-1A-1d: 1.2 g, 1.9 mmol) in THF (5 mL) and MeOH (1.7 mL) was added a solution of LiOH (0.080 g, 3.5 mmol) in water (1.7 mL). The mixture was stirred at room temperature for 5 hours. More LiOH (0.023 g, 0.97 mmol) was added and stirring continued for overnight. The reaction mixture was quenched with water and conce...